describe an organic reaction: reactants, conditions, products, and yield From a dataset of the Open Reaction Database (ORD), a public repository of structured organic reaction records. Reactants: FC1=NC=C(C=C1F)C(F)(F)F (2,3-Difluoro-5-(trifluoromethyl)pyridine), C1(O)=CC=C(O)C=C1 (Hydroquinone), [OH-].[Na+] (sodium hydroxide), [Na] (sodium), [OH-].[Na+] (sodium hydroxide). Run in O (water), CS(=O)C (dimethylsulfoxide). Conditions: temperature 60 celsius, time 10 minute. The product is FC=1C(=NC=C(C1)C(F)(F)F)OC1=CC=C(C=C1)O (4-((3-FLUORO-5-(TRIFLUOROMETHYL)-2-PYRIDINYL)OXY)PHENOL). RXN SMILES: [C:1]1([CH:8]=[CH:7][C:5]([OH:6])=[CH:4][CH:3]=1)[OH:2].[OH-].[Na+].[Na].F[C:13]1[C:18]([F:19])=[CH:17][C:16]([C:20]([F:23])([F:22])[F:21])=[CH:15][N:14]=1>CS(C)=O.O>[F:19][C:18]1[C:13]([O:2][C:1]2[CH:8]=[CH:7][C:5]([OH:6])=[CH:4][CH:3]=2)=[N:14][CH:15]=[C:16]([C:20]([F:22])([F:21])[F:23])[CH:17]=1 |f:1.2,^1:10|. Procedure: Hydroquinone (4.4 g, 0.04 mole) was dissolved in 65 ml of dimethylsulfoxide and powdered sodium hydroxide (1.4 g, 0.035 mole) was added in one portion and the mixture stirred under nitrogen atmosphere for 10 minutes to convert to the sodium salt. 2,3-Difluoro-5-(trifluoromethyl)pyridine (6.0 g, 0.033 mole) was then added and the mixture was stirred at 50° C. for 1.5 hours then warmed to 60° C. for a moment, let cool for 15 minutes and then poured into 500 ml of cold water. Additional sodium hydr... The reactants are C(C)OCC (diethyl ether), OCCN1C(NCC1)=O (1-(2-hydroxyethyl)-2-oxoimidazolidine), N1C=NC=C1 (imidazole), C(C)(C)(C)[Si](C1=CC=CC=C1)(C1=CC=CC=C1)Cl (t-butylchlorodiphenylsilane). Run in CN(C=O)C (dimethylformamide), C(C)(=O)OCC (ethyl acetate), O (water). Run at time 3 hour. Product: [Si](C1=CC=CC=C1)(C1=CC=CC=C1)(C(C)(C)C)OCCN1C(NCC1)=O (1-(2-t-Butyldiphenylsilyloxyethyl)-2-oxoimidazolidine). RXN SMILES: [OH:1][CH2:2][CH2:3][N:4]1[CH2:8][CH2:7][NH:6][C:5]1=[O:9].N1C=CN=C1.[C:15]([Si:19](Cl)([C:26]1[CH:31]=[CH:30][CH:29]=[CH:28][CH:27]=1)[C:20]1[CH:25]=[CH:24][CH:23]=[CH:22][CH:21]=1)([CH3:18])([CH3:17])[CH3:16].C(OCC)C>CN(C)C=O.O.C(OCC)(=O)C>[Si:19]([O:1][CH2:2][CH2:3][N:4]1[CH2:8][CH2:7][NH:6][C:5]1=[O:9])([C:15]([CH3:18])([CH3:17])[CH3:16])([C:26]1[CH:27]=[CH:28][CH:29]=[CH:30][CH:31]=1)[C:20]1[CH:25]=[CH:24][CH:23]=[CH:22][CH:21]=1. Reported procedure: A solution of 1-(2-hydroxyethyl)-2-oxoimidazolidine (13 g) in dimethylformamide (50 ml) containing imidazole (7.5 g) was treated with t-butylchlorodiphenylsilane (28.6 ml) and the clear solution stirred for 3 hours at ambient temperature. The white suspension formed was dissolved in water (200 ml) and ethyl acetate (500 ml). The aqueous phase was re-extracted with ethyl acetate (100 ml) and the combined organic phases were washed with 3×100 ml portions of water, 1×100 ml brine, dried and evapora... Starting materials: CCO, CC(C)I, [K+], [Na+], [OH-], [OH-], O, Oc1ccc(O)cc1. As a reaction SMILES: [CH3:17][CH2:18][OH:19].[I:9][CH:10]([CH3:11])[CH3:12].[K+:14].[Na+:16].[OH-:13].[OH-:15].[OH2:20].[OH:1][c:2]1[cH:3][cH:4][c:5]([OH:6])[cH:7][cH:8]1>>[O:1]([c:2]1[cH:3][cH:4][c:5]([OH:6])[cH:7][cH:8]1)[CH:10]([CH3:11])[CH3:12]. Product: CC(C)Oc1ccc(O)cc1. The reactants are BrC1=C[Se]C=C1Br (3,4-dibromo-selenophene), C1(=CC=CC=C1)P(C1=CC=CC=C1)C1=CC=CC=C1 (triphenylphosphine), [I-] (iodide), C(C)NCC (diethylamine), C[Si](C)(C)C#C ((trimethylsilyl)acetylene), palladium dichloride bis-triphenylphosphine. Reagents/catalysts: [Cu] (copper). The solvent is CC(C)(C)OC (MTBE), CN(C)C=O (DMF). Run at temperature 90 celsius. Product: BrC=1C(=C[Se]C1)C#C[Si](C)(C)C ((4-Bromo-selenophen-3-ylethynyl)-trimethyl-silane). Yield: 79.5%. Reaction SMILES: Br[C:2]1[C:6]([Br:7])=[CH:5][Se:4][CH:3]=1.C1(P(C2C=CC=CC=2)C2C=CC=CC=2)C=CC=CC=1.[I-].C(NCC)C.[CH3:33][Si:34]([C:37]#[CH:38])([CH3:36])[CH3:35]>CC(OC)(C)C.[Cu].CN(C=O)C>[Br:7][C:6]1[C:2]([C:38]#[C:37][Si:34]([CH3:36])([CH3:35])[CH3:33])=[CH:3][Se:4][CH:5]=1. Procedure details: To a pressure vessel purged with N2 was added 3,4-dibromo-selenophene (3.69 g, 12.77 mmol), DMF (10.0 mL), triphenylphosphine (0.669 g, 2.55 mmol), copper(l) iodide (0.161 g, 0.843 mmol), diethylamine (dried over KOH, 20.0 mL, 191.55 mmol), (trimethylsilyl)acetylene (0.910 mL, 6.39 mmol), and palladium dichloride-bis-triphenylphosphine (0.592 g, 0.843 mmol). The reaction vessel was sealed and the mixture heated to 90° C. for 1 h. Upon cooling to room temperature, the reaction mixture was diluted... Reactants: CS(=O)(=O)c1cnc2[nH]c(-c3ncccn3)cc2c1, CN(C)C=O, BrCC1CCCCC1, [H-], [Na+], [Na+], O=C([O-])O. Yields the product CS(=O)(=O)c1cnc2c(c1)cc(-c1ncccn1)n2CC1CCCCC1. RXN SMILES: [CH3:1][S:2](=[O:3])(=[O:4])[c:5]1[cH:6][c:7]2[c:8]([n:9][cH:10]1)[nH:11][c:12](-[c:14]1[n:15][cH:16][cH:17][cH:18][n:19]1)[cH:13]2.[CH3:35][N:36]([CH3:37])[CH:38]=[O:39].[CH:22]1([CH2:28][Br:29])[CH2:23][CH2:24][CH2:25][CH2:26][CH2:27]1.[H-:20].[Na+:21].[Na+:30].[OH:31][C:32](=[O:33])[O-:34]>>[CH3:1][S:2](=[O:3])(=[O:4])[c:5]1[cH:6][c:7]2[c:8]([n:9][cH:10]1)[n:11]([CH2:28][CH:22]1[CH2:23][CH2:24][CH2:25][CH2:26][CH2:27]1)[c:12](-[c:14]1[n:15][cH:16][cH:17][cH:18][n:19]1)[cH:13]2. Starting materials: Clc1ccncn1, Cc1nc(C#Cc2cccc(Cl)c2)c[nH]1. Product: Cc1nc(C#Cc2cccc(Cl)c2)cn1-c1ccncn1. RXN SMILES: [Cl:16][c:17]1[n:18][cH:19][n:20][cH:21][cH:22]1.[Cl:1][c:2]1[cH:3][c:4]([C:8]#[C:9][c:10]2[n:11][c:12]([CH3:15])[nH:13][cH:14]2)[cH:5][cH:6][cH:7]1>>[Cl:1][c:2]1[cH:3][c:4]([C:8]#[C:9][c:10]2[n:11][c:12]([CH3:15])[n:13](-[c:17]3[n:18][cH:19][n:20][cH:21][cH:22]3)[cH:14]2)[cH:5][cH:6][cH:7]1. Starting materials: C(C)O (ethanol), CC1=C(C(CCC1)(C)C)/C=C/C(=C/C=C/C(=C/C=C/C=C(/C=C/C=C(/C=C/C2=C(CCCC2(C)C)C)\C)\C)/C)/C (β-carotene), C(Cl)(Cl)Cl (chloroform), O (water), C(C)O (ethanol), oxidant solution. The product is CC1=C(C(CCC1=O)(C)C)/C=C/C(=C/C=C/C(=C/C=C/C=C(/C=C/C=C(/C=C/C2=C(C(=O)CCC2(C)C)C)\C)\C)/C)/C (canthaxanthin). Isolated yield 85.0%. RXN SMILES: [CH3:1][C:2]1CC[CH2:5][C:4]([CH3:9])([CH3:8])[C:3]=1/[CH:10]=[CH:11]/[C:12](/[CH3:40])=[CH:13]/[CH:14]=[CH:15]/[C:16](/[CH3:39])=[CH:17]/[CH:18]=[CH:19]/[CH:20]=[C:21](\[CH3:38])/[CH:22]=[CH:23]/[CH:24]=[C:25](\[CH3:37])/[CH:26]=[CH:27]/[C:28]1[C:33]([CH3:35])([CH3:34])[CH2:32][CH2:31][CH2:30][C:29]=1[CH3:36].C(Cl)(Cl)Cl.[OH2:45].[CH2:46]([OH:48])[CH3:47]>>[CH3:1][C:2]1[C:46](=[O:48])[CH2:47][CH2:5][C:4]([CH3:9])([CH3:8])[C:3]=1/[CH:10]=[CH:11]/[C:12](/[CH3:40])=[CH:13]/[CH:14]=[CH:15]/[C:16](/[CH3:39])=[CH:17]/[CH:18]=[CH:19]/[CH:20]=[C:21](\[CH3:38])/[CH:22]=[CH:23]/[CH:24]=[C:25](\[CH3:37])/[CH:26]=[CH:27]/[C:28]1[C:33]([CH3:35])([CH3:34])[CH2:32][CH2:31][C:30](=[O:45])[C:29]=1[CH3:36]. Reported procedure: Into a flask was charged 0.5 gm of β-carotene and 10 ml of chloroform. The mixture is stirred to form a solution. Into this solution was charged 1.6 ml of the oxidant solution described in example 1. The mixture was stirred for 1.5 hours to complete the reaction. The phases were separated and the organic phase was washed with water once and evaporated to yield a residue that was dissolved in 10 ml of warm ethanol. This ethanol solution was added slowly to 50 ml of water to form a precipitate whi... Reactants: CC1CCCN1C1CC(c2nc3ccc(Br)cc3s2)C1, Cc1ccc(=O)[nH]n1, O=c1cccn[nH]1. Product: Cc1ccc(=O)n(-c2ccc3nc(C4CC(N5CCCC5C)C4)sc3c2)n1. RXN SMILES: [Br:1][c:2]1[cH:3][c:4]2[c:5]([n:6][c:7]([CH:9]3[CH2:10][CH:11]([N:13]4[CH:14]([CH3:18])[CH2:15][CH2:16][CH2:17]4)[CH2:12]3)[s:8]2)[cH:19][cH:20]1.[CH3:21][c:22]1[cH:23][cH:24][c:25](=[O:28])[nH:26][n:27]1.[n:29]1[nH:30][c:31](=[O:32])[cH:33][cH:34][cH:35]1>>[c:2]1(-[n:26]2[c:25](=[O:28])[cH:24][cH:23][c:22]([CH3:21])[n:27]2)[cH:3][c:4]2[c:5]([n:6][c:7]([CH:9]3[CH2:10][CH:11]([N:13]4[CH:14]([CH3:18])[CH2:15][CH2:16][CH2:17]4)[CH2:12]3)[s:8]2)[cH:19][cH:20]1.